Task: describe an organic reaction: reactants, conditions, products, and yield. Dataset: the Open Reaction Database (ORD), a public repository of structured organic reaction records Reactants: O=C(c1ccc(Br)cc1)N1CCCC1CO, ClCCl, CS(=O)(=O)Cl, CCOC(C)=O, CCN(C(C)C)C(C)C, [N-]=[N+]=[N-], [Na+]. Yields the product [N-]=[N+]=NCC1CCCN1C(=O)c1ccc(Br)cc1. Reaction SMILES: [Br:15][c:16]1[cH:17][cH:18][c:19]([C:22](=[O:23])[N:24]2[CH:25]([CH2:29][OH:30])[CH2:26][CH2:27][CH2:28]2)[cH:20][cH:21]1.[CH2:35]([Cl:36])[Cl:37].[CH3:10][S:11](=[O:12])(=[O:13])[Cl:14].[CH3:38][CH2:39][O:40][C:41](=[O:42])[CH3:43].[CH:1]([N:2]([CH:3]([CH3:4])[CH3:5])[CH2:6][CH3:7])([CH3:8])[CH3:9].[N-:32]=[N+:33]=[N-:34].[Na+:31]>>[Br:15][c:16]1[cH:17][cH:18][c:19]([C:22](=[O:23])[N:24]2[CH:25]([CH2:29][N:32]=[N+:33]=[N-:34])[CH2:26][CH2:27][CH2:28]2)[cH:20][cH:21]1. The reactants are COC=1C=C2CCC(CC2=CC1)=O (6-methoxy-3,4-dihydro-1H-naphthalen-2-one), N1CCCC1 (pyrrolidine), resultant mixture. Run in CO (methanol). Yields the product COC=1C=C2CCC(=CC2=CC1)N1CCCC1 (1-(3,4-Dihydro-6-methoxynaphthalen-2-yl)-pyrrolidine). RXN SMILES: [CH3:1][O:2][C:3]1[CH:4]=[C:5]2[C:10](=[CH:11][CH:12]=1)[CH2:9][C:8](=O)[CH2:7][CH2:6]2.[NH:14]1[CH2:18][CH2:17][CH2:16][CH2:15]1>CO>[CH3:1][O:2][C:3]1[CH:4]=[C:5]2[C:10](=[CH:11][CH:12]=1)[CH:9]=[C:8]([N:14]1[CH2:18][CH2:17][CH2:16][CH2:15]1)[CH2:7][CH2:6]2. Procedure: A solution of 6-methoxy-3,4-dihydro-1H-naphthalen-2-one (1) (5.64 g, 32 mmol) in methanol (60 mL) was treated with pyrrolidine (3.5 mL, 41.6 mmol) and the resultant mixture was stirred at ambient temperature for 1.5 h. The product precipitated from solution within minutes of the addition of pyrrolidine. The resultant suspension was cooled in an ice bath and the enamine product (2) was collected by filtration as a white solid (5.6 g, 76%). NMR (CDCl3):δ 1.86-1.94 (m, 4 H), 2.46 (t, 2H), 2.80 (t, ...